This data is from the Open Reaction Database (ORD), a public repository of structured organic reaction records. The task is: describe an organic reaction: reactants, conditions, products, and yield Starting materials: O=C([O-])O, Cc1ccccc1, O=C=NCCCl, CCC1CC(Nc2ncc(N3CCOCC3)c(Cc3cc(C(F)(F)F)cc(C(F)(F)F)c3)n2)c2nc(OC)ccc2N1, [Na+]. The product is CCC1CC(Nc2ncc(N3CCOCC3)c(Cc3cc(C(F)(F)F)cc(C(F)(F)F)c3)n2)c2nc(OC)ccc2N1C(=O)NCCCl. Reaction SMILES: [C:49](=[O:50])([O-:51])[OH:52].[CH3:54][c:55]1[cH:56][cH:57][cH:58][cH:59][cH:60]1.[Cl:43][CH2:44][CH2:45][N:46]=[C:47]=[O:48].[F:1][C:2]([c:3]1[cH:4][c:5]([CH2:6][c:7]2[n:8][c:9]([NH:19][CH:20]3[CH2:21][CH:22]([CH2:32][CH3:33])[NH:23][c:24]4[cH:25][cH:26][c:27]([O:30][CH3:31])[n:28][c:29]43)[n:10][cH:11][c:12]2[N:13]2[CH2:14][CH2:15][O:16][CH2:17][CH2:18]2)[cH:34][c:35]([C:37]([F:38])([F:39])[F:40])[cH:36]1)([F:41])[F:42].[Na+:53]>>[F:1][C:2]([c:3]1[cH:4][c:5]([CH2:6][c:7]2[n:8][c:9]([NH:19][CH:20]3[CH2:21][CH:22]([CH2:32][CH3:33])[N:23]([C:47]([NH:46][CH2:45][CH2:44][Cl:43])=[O:48])[c:24]4[cH:25][cH:26][c:27]([O:30][CH3:31])[n:28][c:29]43)[n:10][cH:11][c:12]2[N:13]2[CH2:14][CH2:15][O:16][CH2:17][CH2:18]2)[cH:34][c:35]([C:37]([F:38])([F:39])[F:40])[cH:36]1)([F:41])[F:42]. The reactants are FCC1(OC2=C(C(=C1)N1C(C=CC=C1)=O)C=C(C=C2)[N+](=O)[O-])CF (2,2-bisfluoromethyl-6-nitro-4-(1,2-dihydro-2-oxo-1-pyridyl)-2H-1-benzopyran), COC=1C=CC(=CC1)P2(=S)SP(=S)(S2)C=3C=CC(=CC3)OC (Lawesson's reagent), C1=CC=CC=C1 (benzene). Solvent: ClCCCl (1,2-dichloroethane). Product: FCC1(OC2=C(C(=C1)N1C(C=CC=C1)=S)C=C(C=C2)[N+](=O)[O-])CF (2,2-bisfluoromethyl-6-nitro-4-(1,2-dihydro-2-thioxo-1-pyridyl)-2H-1-benzopyran). The yield is 69.5%. Reaction SMILES: [F:1][CH2:2][C:3]1([CH2:23][F:24])[CH:8]=[C:7]([N:9]2[CH:14]=[CH:13][CH:12]=[CH:11][C:10]2=O)[C:6]2[CH:16]=[C:17]([N+:20]([O-:22])=[O:21])[CH:18]=[CH:19][C:5]=2[O:4]1.COC1C=CC(P2(SP(C3C=CC(OC)=CC=3)(=S)S2)=[S:34])=CC=1.C1C=CC=CC=1>ClCCCl>[F:1][CH2:2][C:3]1([CH2:23][F:24])[CH:8]=[C:7]([N:9]2[CH:14]=[CH:13][CH:12]=[CH:11][C:10]2=[S:34])[C:6]2[CH:16]=[C:17]([N+:20]([O-:22])=[O:21])[CH:18]=[CH:19][C:5]=2[O:4]1. Procedure: A mixture of 0.13 g of 2,2-bisfluoromethyl-6-nitro-4-(1,2-dihydro-2-oxo-1-pyridyl)-2H-1-benzopyran, 83 mg of a Lawesson's reagent, 1 ml of benzene and 1 ml of 1,2-dichloroethane was refluxed for 3 hours and the solvent was distilled off. The resultant residue was purified using silica gel column chromatography (developing solution, CH2Cl2), and then, recrystallized from a mixture of ethyl acetate and hexane to obtain 0.05 g of 2,2-bisfluoromethyl-6-nitro-4-(1,2-dihydro-2-thioxo-1-pyridyl)-2H-1-b... Starting materials: CCOC(=O)C1(Br)CCC1, CCOCC, CS(C)=O, [N-]=[N+]=[N-], [Na+], O. Yields the product CCOC(=O)C1(N=[N+]=[N-])CCC1. RXN SMILES: [Br:5][C:6]1([C:10](=[O:11])[O:12][CH2:13][CH3:14])[CH2:7][CH2:8][CH2:9]1.[CH3:16][CH2:17][O:18][CH2:19][CH3:20].[CH3:21][S:22]([CH3:23])=[O:24].[N-:2]=[N+:3]=[N-:4].[Na+:1].[OH2:15]>>[N:2](=[N+:3]=[N-:4])[C:6]1([C:10](=[O:11])[O:12][CH2:13][CH3:14])[CH2:7][CH2:8][CH2:9]1. Starting materials: OC[C@@]12C(OC[C@H]2C1)=O ((1R,5S)-1-(hydroxymethyl)-3-oxa-bicyclo[3.1.0]hexan-2-one), [H-].[Na+] (NaH), C1=CC=C(C=C1)CBr (BnBr). The solvent is C1CCOC1 (THF). Reaction conditions: time 10 minute. Yields the product C(C1=CC=CC=C1)OC[C@@]12C(OC[C@H]2C1)=O ((1R,5S)-1-((benzyloxy)methyl)-3-oxa-bicyclo[3.1.0]hexan-2-one). RXN SMILES: [OH:1][CH2:2][C@@:3]12[CH2:8][C@@H:7]1[CH2:6][O:5][C:4]2=[O:9].[H-].[Na+].[CH:12]1[CH:17]=[CH:16][C:15]([CH2:18]Br)=[CH:14][CH:13]=1>C1COCC1>[CH2:18]([O:1][CH2:2][C@@:3]12[CH2:8][C@@H:7]1[CH2:6][O:5][C:4]2=[O:9])[C:15]1[CH:16]=[CH:17][CH:12]=[CH:13][CH:14]=1 |f:1.2|. Reported procedure: To a stirred solution of (1R,5S)-1-(hydroxymethyl)-3-oxa-bicyclo[3.1.0]hexan-2-one (3a, 100 mmol, prepared according to Moon, H. R., et al. Nucleosides, Nucleotides and Nucleic Acids, 2007, 26, 975-978) in THF (200 mL) at 0° C. was added NaH (60% in mineral oil, 4.80 g, 120 mmol). After 10 min, BnBr (120 mmol) was added. After stirring at room temperature for 12 h, the reaction was cooled to 0° C., and to the reaction was added saturate aqueous NH4Cl (50 mL) and water (50 mL). The mixture was ex... Starting materials: COC(=O)c1nccnc1NS(=O)(=O)c1ccc(Cl)c(C(F)(F)F)c1, CO, Cl, [Na+], [OH-]. The product is O=C(O)c1nccnc1NS(=O)(=O)c1ccc(Cl)c(C(F)(F)F)c1. RXN SMILES: [CH3:1][O:2][C:3](=[O:4])[c:5]1[n:6][cH:7][cH:8][n:9][c:10]1[NH:11][S:12](=[O:13])(=[O:14])[c:15]1[cH:16][c:17]([C:22]([F:23])([F:24])[F:25])[c:18]([Cl:21])[cH:19][cH:20]1.[CH3:29][OH:30].[ClH:28].[Na+:27].[OH-:26]>>[O:2]=[C:3]([OH:4])[c:5]1[n:6][cH:7][cH:8][n:9][c:10]1[NH:11][S:12](=[O:13])(=[O:14])[c:15]1[cH:16][c:17]([C:22]([F:23])([F:24])[F:25])[c:18]([Cl:21])[cH:19][cH:20]1. The reactants are OC=1C=CC=C2C=CC=NC12 (8-hydroxyquinoline), BrC=1C=CC2=C(N(C3=C2CN(CCC3)C(=O)OC(C)(C)C)C)N1 (tert-Butyl 2-bromo-10-methyl-7,8,9,10-tetrahydropyrido[3′,2′:4,5]pyrrolo[3,2-c]azepine-6(5H)-carboxylate), FC=1C=CC(=NC1)COC1=CC(NC=C1)=O (4-((5-fluoropyridin-2-yl)methoxy)pyridin-2(1H)-one), C(=O)([O-])[O-].[Cs+].[Cs+] (Cs2CO3). Reagents/catalysts: [Cu](I)I (copper iodide). Solvent: CS(=O)C (DMSO). Reaction conditions: temperature 130 celsius, time 30 minute. The product is FC=1C=CC(=NC1)COC1=CC(N(C=C1)C=1C=CC2=C(N(C3=C2CN(CCC3)C(=O)OC(C)(C)C)C)N1)=O (tert-Butyl 2-(4-((5-fluoropyridin-2-yl)methoxy)-2-oxopyridin-1(2H)-yl)-10-methyl-7,8,9,10-tetrahydropyrido[3′,2′:4,5]pyrrolo[3,2-c]azepine-6(5H)-carboxylate). Isolated yield 44.7%. RXN SMILES: Br[C:2]1[CH:3]=[CH:4][C:5]2[C:9]3[CH2:10][N:11]([C:15]([O:17][C:18]([CH3:21])([CH3:20])[CH3:19])=[O:16])[CH2:12][CH2:13][CH2:14][C:8]=3[N:7]([CH3:22])[C:6]=2[N:23]=1.[F:24][C:25]1[CH:26]=[CH:27][C:28]([CH2:31][O:32][C:33]2[CH:38]=[CH:37][NH:36][C:35](=[O:39])[CH:34]=2)=[N:29][CH:30]=1.C([O-])([O-])=O.[Cs+].[Cs+].OC1C=CC=C2C=1N=CC=C2>CS(C)=O.[Cu](I)I>[F:24][C:25]1[CH:26]=[CH:27][C:28]([CH2:31][O:32][C:33]2[CH:38]=[CH:37][N:36]([C:2]3[CH:3]=[CH:4][C:5]4[C:9]5[CH2:10][N:11]([C:15]([O:17][C:18]([CH3:21])([CH3:20])[CH3:19])=[O:16])[CH2:12][CH2:13][CH2:14][C:8]=5[N:7]([CH3:22])[C:6]=4[N:23]=3)[C:35](=[O:39])[CH:34]=2)=[N:29][CH:30]=1 |f:2.3.4|. Procedure details: tert-Butyl 2-bromo-10-methyl-7,8,9,10-tetrahydropyrido[3′,2′:4,5]pyrrolo[3,2-c]azepine-6(5H)-carboxylate (0.21 g, 0.56 mmol), 4-((5-fluoropyridin-2-yl)methoxy)pyridin-2(1H)-one (0.12 g, 0.56 mmol), and Cs2CO3 (0.12 g, 0.61 mmol) were suspended in DMSO (3.2 mL), and the mixture was degassed under vacuum for 15 min. The system was flushed with Ar, and 8-hydroxyquinoline (24 mg, 0.17 mmol) and copper iodide (0.13 g, 0.67 mmol) were added to the suspension. The evacuation/Ar flushing process was rep... Starting materials: O=C(O)C1CN(C(=O)OCc2ccccc2)CCN1, CCN(C(C)C)C(C)C, C[Si](C)(C)Cl, O=C(Cl)N1c2ccccc2CCc2ccccc21. Yields the product O=C(O)C1CN(C(=O)OCc2ccccc2)CCN1C(=O)N1c2ccccc2CCc2ccccc21. As a reaction SMILES: [CH2:1]([c:2]1[cH:3][cH:4][cH:5][cH:6][cH:7]1)[O:8][C:9](=[O:10])[N:11]1[CH2:12][CH:13]([C:17](=[O:18])[OH:19])[NH:14][CH2:15][CH2:16]1.[CH:25]([N:26]([CH2:27][CH3:28])[CH:29]([CH3:30])[CH3:31])([CH3:32])[CH3:33].[Cl:20][Si:21]([CH3:22])([CH3:23])[CH3:24].[cH:34]1[cH:35][cH:36][cH:37][c:38]2[c:44]1[CH2:43][CH2:42][c:41]1[c:40]([cH:48][cH:47][cH:46][cH:45]1)[N:39]2[C:49](=[O:50])[Cl:51]>>[CH2:1]([c:2]1[cH:3][cH:4][cH:5][cH:6][cH:7]1)[O:8][C:9](=[O:10])[N:11]1[CH2:12][CH:13]([C:17](=[O:18])[OH:19])[N:14]([C:49]([N:39]2[c:38]3[cH:37][cH:36][cH:35][cH:34][c:44]3[CH2:43][CH2:42][c:41]3[c:40]2[cH:48][cH:47][cH:46][cH:45]3)=[O:50])[CH2:15][CH2:16]1. The reactants are C[O-].[Na+] (sodium methoxide), C(C)OC(C(P(=O)(O)O)(CC)CC)=O (diethyl phosphonoacetic acid ethyl ester), C/C(/C=O)=C\CCC ((E)-2-methyl-2-hexenal), O (water). The solvent is CO (methanol). Reaction conditions: time 4 hour. Product: C/C(/C=C/C(=O)OC)=C\CCC (methyl (E,E)-4-methyl-2,4-octadienoate). RXN SMILES: [CH3:1][O-].[Na+].[CH2:4]([O:6][C:7](=[O:17])[C:8]([CH2:15][CH3:16])(CC)P(O)(O)=O)C.[CH3:18]/[C:19](=[CH:22]\[CH2:23]CC)/C=O.O>CO>[CH3:1]/[C:16](=[CH:18]\[CH2:19][CH2:22][CH3:23])/[CH:15]=[CH:8]/[C:7]([O:6][CH3:4])=[O:17] |f:0.1|. Procedure: To a 28 wt % solution of sodium methoxide in methanol (112.6 g) at 10° C. were added dropwise diethyl phosphonoacetic acid ethyl ester (110.75 g) and (E)-2-methyl-2-hexenal (50.36 g) successively under a nitrogen atmosphere. The reaction mixture was stirred at room temperature for 4 hours, poured into chilled water and extracted with dichloromethane. The extract was washed with brine, dried over anhydrous magnesium sulfate, and evaporated to give 74.88 g of crude methyl (E,E)-4-methyl-2,4-octadi... Reactants: COC([C@H]([C@H](CC=C)C)N1C(C2=CC=CC=C2C1=O)=O)=O ((2S,3S)-2-(1,3-Dioxo-1,3-dihydro-isoindol-2-yl)-3-methyl-hex-5-enoic acid methyl ester). Run in Cl (hydrochloric acid), C(C)(=O)O (acetic acid). Product: N[C@H](C(=O)O)[C@H](CC=C)C ((2S,3S)-2-Amino-3-methyl-hex-5-enoic acid). Isolated yield 50.0%. Reaction SMILES: C[O:2][C:3](=[O:21])[C@@H:4]([N:10]1C(=O)C2C(=CC=CC=2)C1=O)[C@@H:5]([CH3:9])[CH2:6][CH:7]=[CH2:8]>Cl.C(O)(=O)C>[NH2:10][C@@H:4]([C@@H:5]([CH3:9])[CH2:6][CH:7]=[CH2:8])[C:3]([OH:21])=[O:2]. Procedure: (2S,3S)-2-(1,3-Dioxo-1,3-dihydro-isoindol-2-yl)-3-methyl-hex-5-enoic acid methyl ester (2.01 g, 7.00 mmol) is dissolved in a 2:1 mixture of 6 N hydrochloric acid and glacial acetic acid (62.5 mL), and the solution is heated at reflux for 4 h. The solution is cooled to room temperature and concentrated under reduced pressure. The product is taken up in water and the solution is filtered. The filtrate is concentrated under reduced pressure and the residue is dissolved in water, then the solution i... Reaction SMILES: [C:12]([CH3:13])([CH3:14])([CH3:15])[O:16][C:17]([NH:18][c:19]1[c:20]([CH:25]=[O:26])[n:21][cH:22][cH:23][cH:24]1)=[O:27].[Cl:28][CH2:29][Cl:30].[n:1]1[cH:2][cH:3][cH:4][c:5]2[c:10]1[CH:9]([NH2:11])[CH2:8][CH2:7][CH2:6]2>>[n:1]1[cH:2][cH:3][cH:4][c:5]2[c:10]1[CH:9]([NH:11][CH2:25][c:20]1[c:19]([NH:18][C:17]([O:16][C:12]([CH3:13])([CH3:14])[CH3:15])=[O:27])[cH:24][cH:23][cH:22][n:21]1)[CH2:8][CH2:7][CH2:6]2. Starting materials: CC(C)(C)OC(=O)Nc1cccnc1C=O, ClCCl, NC1CCCc2cccnc21. The product is CC(C)(C)OC(=O)Nc1cccnc1CNC1CCCc2cccnc21.